Dataset: the Open Reaction Database (ORD), a public repository of structured organic reaction records. Task: describe an organic reaction: reactants, conditions, products, and yield The yield is 62.6%. Reactants: Cl.NCC=1C=C2C(N(C(C2=CC1)=O)C1C(NC(CC1)=O)=O)=O (5-aminomethyl-2-(2,6-dioxo-piperidin-3-yl)-isoindole-1,3-dione hydrochloride), ClC1=CC=C(C(=O)Cl)C=C1 (4-chlorobenzoyl chloride), CCN(C(C)C)C(C)C (DIPEA). Product: ClC1=CC=C(C(=O)NCC=2C=C3C(N(C(C3=CC2)=O)C2C(NC(CC2)=O)=O)=O)C=C1 (4-chloro-N-[2-(2,6-dioxo-piperidin-3-yl)-1,3-dioxo-2,3-dihydro-1H-isoindol-5-ylmethyl]-benzamide). Procedure: To a stirred mixture of 5-aminomethyl-2-(2,6-dioxo-piperidin-3-yl)-isoindole-1,3-dione hydrochloride (0.97 g, 3.00 mmol) and 4-chlorobenzoyl chloride (0.53 g, 3.30 mmol) in THF (20 mL), was added DIPEA (1.05 mL, 6.00 mmol) at room temperature under nitrogen. The mixture was heated to 40° C. for 18 h then cooled to rt. The solvent was removed in vacuo and the residue was dissolved in EtOAc (100 mL). The organic layer was washed with dil. aq. HCl (2×150 mL), water (100 mL), dried (MgSO4) and then ... As a reaction SMILES: Cl.[NH2:2][CH2:3][C:4]1[CH:5]=[C:6]2[C:10](=[CH:11][CH:12]=1)[C:9](=[O:13])[N:8]([CH:14]1[CH2:19][CH2:18][C:17](=[O:20])[NH:16][C:15]1=[O:21])[C:7]2=[O:22].[Cl:23][C:24]1[CH:32]=[CH:31][C:27]([C:28](Cl)=[O:29])=[CH:26][CH:25]=1.CCN(C(C)C)C(C)C>C1COCC1>[Cl:23][C:24]1[CH:32]=[CH:31][C:27]([C:28]([NH:2][CH2:3][C:4]2[CH:5]=[C:6]3[C:10](=[CH:11][CH:12]=2)[C:9](=[O:13])[N:8]([CH:14]2[CH2:19][CH2:18][C:17](=[O:20])[NH:16][C:15]2=[O:21])[C:7]3=[O:22])=[O:29])=[CH:26][CH:25]=1 |f:0.1|. Reaction conditions: temperature 40 celsius. The solvent is C1CCOC1 (THF). Reactants: BrC1=C(N=C2N1C=CC=C2OCC2=C(C=C(C=C2Cl)C(C2=CC=CC=C2)=O)Cl)C (3-bromo-8-(2,6-dichloro-4-benzoylbenzyloxy)-2-methylimidazo[1,2-a]pyridine), [BH4-].[Na+] (sodium borohydride). Solvent: C(C)O (ethanol). Reaction conditions: time 1 hour. Product: BrC1=C(N=C2N1C=CC=C2OCC2=C(C=C(C=C2Cl)C(C2=CC=CC=C2)O)Cl)C (3-bromo-8-[2,6-dichloro-4-(α-hydroxybenzyl)benzyloxy]-2-methylimidazo[1,2-a]pyridine). Yield: 90.9%. RXN SMILES: [Br:1][C:2]1[N:6]2[CH:7]=[CH:8][CH:9]=[C:10]([O:11][CH2:12][C:13]3[C:18]([Cl:19])=[CH:17][C:16]([C:20](=[O:27])[C:21]4[CH:26]=[CH:25][CH:24]=[CH:23][CH:22]=4)=[CH:15][C:14]=3[Cl:28])[C:5]2=[N:4][C:3]=1[CH3:29].[BH4-].[Na+]>C(O)C>[Br:1][C:2]1[N:6]2[CH:7]=[CH:8][CH:9]=[C:10]([O:11][CH2:12][C:13]3[C:14]([Cl:28])=[CH:15][C:16]([CH:20]([OH:27])[C:21]4[CH:22]=[CH:23][CH:24]=[CH:25][CH:26]=4)=[CH:17][C:18]=3[Cl:19])[C:5]2=[N:4][C:3]=1[CH3:29] |f:1.2|. Reported procedure: To a mixture of 3-bromo-8-(2,6-dichloro-4-benzoylbenzyloxy)-2-methylimidazo[1,2-a]pyridine (80 mg), sodium borohydride (18.5 mg) and ethanol (2 ml) was stirred at ambient temperature for 1 hour. The reaction mixture was partitioned between dichloromethane and water and the aqueous layer was extracted with dichloromethane twice. The combined organic layers were washed with brine, dried over magnesium sulfate and evaporated in vacuo. The residue was crystallized from diethyl ether to give 3-bromo-... The reactants are [BH4-], O=C([O-])O, Cl, [Li+], [Na+], C1CCOC1, CCOC(=O)c1cn2c(cnc3ccccc32)n1. Product: OCc1cn2c(cnc3ccccc32)n1. Reaction SMILES: [BH4-:19].[C:22](=[O:23])([OH:24])[O-:25].[ClH:21].[Li+:20].[Na+:26].[O:27]1[CH2:28][CH2:29][CH2:30][CH2:31]1.[cH:1]1[c:2]([C:14](=[O:15])[O:16][CH2:17][CH3:18])[n:3][c:4]2[n:5]1[c:6]1[cH:7][cH:8][cH:9][cH:10][c:11]1[n:12][cH:13]2>>[cH:1]1[c:2]([CH2:14][OH:15])[n:3][c:4]2[n:5]1[c:6]1[cH:7][cH:8][cH:9][cH:10][c:11]1[n:12][cH:13]2. Reactants: CC(=O)Nc1ccc2c(c1)CCC2=O, CCO, CCCC=O, [K+], [OH-]. Yields the product CCCCC1Cc2cc(NC(C)=O)ccc2C1=O. As a reaction SMILES: [C:1]([CH3:2])(=[O:3])[NH:4][c:5]1[cH:6][c:7]2[c:11]([cH:12][cH:13]1)[C:10](=[O:14])[CH2:9][CH2:8]2.[CH3:22][CH2:23][OH:24].[CH:17]([CH2:18][CH2:19][CH3:20])=[O:21].[K+:16].[OH-:15]>>[C:1]([CH3:2])(=[O:3])[NH:4][c:5]1[cH:6][c:7]2[c:11]([cH:12][cH:13]1)[C:10](=[O:14])[CH:9]([CH2:17][CH2:18][CH2:19][CH3:20])[CH2:8]2.